Dataset: the Open Reaction Database (ORD), a public repository of structured organic reaction records. Task: describe an organic reaction: reactants, conditions, products, and yield Reactants: C(#N)C(C(=O)ON1C(CCC1=O)=O)=CC1=C(C=CC=C1)F (2,5-Dioxopyrrolidin-1-yl 2-Cyano-3-(2-Fluorophenyl)Acrylate), O (water), CN1C=C(C[C@H](N)C(=O)O)C2=CC=CC=C12 (1-methyl-L-tryptophan), C(O)([O-])=O.[Na+] (sodium hydrogencarbonate). The solvent is O1CCOCC1 (Dioxane), O1CCOCC1 (dioxane). Conditions: time 30 minute. Yields the product C(#N)C(C(=O)N[C@@H](CC1=CN(C2=CC=CC=C12)C)C(=O)O)=CC1=C(C=CC=C1)F (Nα-[2-Cyano-3-(2-Fluorophenyl)acryloyl)-1-Methyl-L-Tryptophan). Isolated yield 16.7%. As a reaction SMILES: O.[CH3:2][N:3]1[C:17]2[C:12](=[CH:13][CH:14]=[CH:15][CH:16]=2)[C:5]([CH2:6][C@@H:7]([C:9]([OH:11])=[O:10])[NH2:8])=[CH:4]1.C(=O)([O-])O.[Na+].[C:23]([C:25](=[CH:36][C:37]1[CH:42]=[CH:41][CH:40]=[CH:39][C:38]=1[F:43])[C:26](ON1C(=O)CCC1=O)=[O:27])#[N:24]>O1CCOCC1>[C:23]([C:25](=[CH:36][C:37]1[CH:42]=[CH:41][CH:40]=[CH:39][C:38]=1[F:43])[C:26]([NH:8][C@H:7]([C:9]([OH:11])=[O:10])[CH2:6][C:5]1[C:12]2[C:17](=[CH:16][CH:15]=[CH:14][CH:13]=2)[N:3]([CH3:2])[CH:4]=1)=[O:27])#[N:24] |f:2.3|. Reported procedure: To water (60 mL)-dioxane (60 mL) suspension of 1-methyl-L-tryptophan (2.1 g) was added sodium hydrogencarbonate (0.8 g) at 0° C., and the mixture was stirred for 30 minutes at room temperature. Dioxane (80 mL) solution of the compound obtained in Example 120 (2.6 g, 9.2 mmol) was added dropwise to the reaction mixture at 0° C., and the mixture was stirred for 21 hours at room temperature. The reaction mixture was concentrated to a ⅓ volume under a reduced pressure, water was added thereto, and t... Starting materials: CC(CN(C1=CC(=C(C#N)C=C1)C(F)(F)F)CCO)(C)C (4-[(2,2-dimethylpropyl)(2-hydroxyethyl)amino]-2-(trifluoromethyl)benzonitrile), C1(=CC=CC=C1)O (phenol). The product is CC(CN(C1=CC(=C(C#N)C=C1)C(F)(F)F)CCOC1=CC=CC=C1)(C)C (4-{(2,2-Dimethylpropyl)[2-(phenyloxy)ethyl]amino}-2-(trifluoromethyl)benzonitrile). Reaction SMILES: [CH3:1][C:2]([CH3:21])([CH3:20])[CH2:3][N:4]([CH2:17][CH2:18][OH:19])[C:5]1[CH:12]=[CH:11][C:8]([C:9]#[N:10])=[C:7]([C:13]([F:16])([F:15])[F:14])[CH:6]=1.[C:22]1(O)[CH:27]=[CH:26][CH:25]=[CH:24][CH:23]=1>>[CH3:1][C:2]([CH3:21])([CH3:20])[CH2:3][N:4]([CH2:17][CH2:18][O:19][C:22]1[CH:27]=[CH:26][CH:25]=[CH:24][CH:23]=1)[C:5]1[CH:12]=[CH:11][C:8]([C:9]#[N:10])=[C:7]([C:13]([F:14])([F:15])[F:16])[CH:6]=1. Procedure: Synthesized as described in Example 1C from 4-[(2,2-dimethylpropyl)(2-hydroxyethyl)amino]-2-(trifluoromethyl)benzonitrile and phenol: 1H NMR (400 MHz, CDCl3) δ 7.55 (d, J=9.0 Hz, 1H), 7.31-7.23 (m, 2H), 7.11 (d, J=2.2 Hz, 1H), 6.69 (app. t, J=7.3 Hz, 1H), 6.91 (dd, J=8.9, 2.4 Hz, 1H), 6.83 (d, J=8.2 Hz, 2H), 4.11 (t, J=5.7 Hz, 2H), 3.93 (t, J=5.7 Hz, 2H), 3.40 (s, 2H), 1.01 (s, 9H). Reactants: C(#N)C1=CC=C(C=C1)SCC(=O)OCC1=CC=CC=C1 (benzyl 2-(4-cyanophenylthio)acetate), [Al](Br)(Br)Br (AlBr3), ClC(C#N)(Cl)Cl (trichloroacetonitrile), Cl (HCl). Yields the product ClC(C1=NC(=NC(=N1)C(Cl)(Cl)Cl)C1=CC=C(C=C1)SCC(=O)OCC1=CC=CC=C1)(Cl)Cl (Benzyl 2-{4-[2,4-bis(trichloromethyl)-s-triazine-6-yl]phenyl thio}acetate). As a reaction SMILES: [C:1]([C:3]1[CH:8]=[CH:7][C:6]([S:9][CH2:10][C:11]([O:13][CH2:14][C:15]2[CH:20]=[CH:19][CH:18]=[CH:17][CH:16]=2)=[O:12])=[CH:5][CH:4]=1)#[N:2].[Al](Br)(Br)Br.[Cl:25][C:26]([Cl:30])([Cl:29])[C:27]#[N:28].[ClH:31]>>[Cl:25][C:26]([Cl:30])([Cl:29])[C:27]1[N:28]=[C:27]([C:26]([Cl:29])([Cl:25])[Cl:31])[N:28]=[C:1]([C:3]2[CH:4]=[CH:5][C:6]([S:9][CH2:10][C:11]([O:13][CH2:14][C:15]3[CH:20]=[CH:19][CH:18]=[CH:17][CH:16]=3)=[O:12])=[CH:7][CH:8]=2)[N:2]=1. Procedure: The mixed solution of 10 g of benzyl 2-(4-cyanophenylthio)acetate (35.3 mmol), 0.8 g of AlBr3, and 50 g of trichloroacetonitrile was bubbled by dry HCl at room temperature.